Dataset: the Open Reaction Database (ORD), a public repository of structured organic reaction records. Task: describe an organic reaction: reactants, conditions, products, and yield Reactants: ClC1=NC=CC(=N1)\C=C(/O)\C=1C=C(C=CC1)NS(=O)(=O)C1=C(C=CC(=C1)F)F (N-{3-[(Z)-2-(2-chloro-4-pyrimidinyl)-1-hydroxyethenyl]phenyl}-2,5-difluorobenzenesulfonamide), C1CC(=O)N(C1=O)Br (NBS), N1(CCOCC1)C(N)=S (4-morpholinecarbothioamide), ClC1=NC=CC(=N1)C1=C(N=C(S1)C(C)(C)C)C=1C=C(C=CC1)NS(=O)(=O)C1=C(C=CC(=C1)F)F (N-{3-[5-(2-Chloro-4-pyrimidinyl)-2-(1,1-dimethylethyl)-1,3-thiazol-4-yl]phenyl}-2,5-difluorobenzenesulfonamide). The product is ClC1=NC=CC(=N1)C1=C(N=C(S1)N1CCOCC1)C=1C=C(C=CC1)NS(=O)(=O)C1=C(C=CC(=C1)F)F (N-{3-[5-(2-Chloro-4-pyrimidinyl)-2-(4-morpholinyl)-1,3-thiazol-4-yl]phenyl}-2,5-difluorobenzenesulfonamide), solid. The yield is 90.0%. As a reaction SMILES: [Cl:1][C:2]1[N:7]=[C:6](/[CH:8]=[C:9](/[C:11]2[CH:12]=[C:13]([NH:17][S:18]([C:21]3[CH:26]=[C:25]([F:27])[CH:24]=[CH:23][C:22]=3[F:28])(=[O:20])=[O:19])[CH:14]=[CH:15][CH:16]=2)\O)[CH:5]=[CH:4][N:3]=1.C1C(=O)N(Br)C(=O)C1.[N:37]1([C:43](=[S:45])[NH2:44])[CH2:42][CH2:41][O:40][CH2:39][CH2:38]1.ClC1N=C(C2SC(C(C)(C)C)=NC=2C2C=C(NS(C3C=C(F)C=CC=3F)(=O)=O)C=CC=2)C=CN=1>>[Cl:1][C:2]1[N:7]=[C:6]([C:8]2[S:45][C:43]([N:37]3[CH2:42][CH2:41][O:40][CH2:39][CH2:38]3)=[N:44][C:9]=2[C:11]2[CH:12]=[C:13]([NH:17][S:18]([C:21]3[CH:26]=[C:25]([F:27])[CH:24]=[CH:23][C:22]=3[F:28])(=[O:20])=[O:19])[CH:14]=[CH:15][CH:16]=2)[CH:5]=[CH:4][N:3]=1. Reported procedure: The title compound was prepared from N-{3-[(Z)-2-(2-chloro-4-pyrimidinyl)-1-hydroxyethenyl]phenyl}-2,5-difluorobenzenesulfonamide (1.5 g, 3.54 mmol), NBS (0.630 g, 3.54 mmol) and 4-morpholinecarbothioamide (0.517 g, 3.54 mmol) by a procedure analogous to Intermediate 9. The title compound was obtained as a yellow solid (1.8 g, 90% yield). ES-LCMS m/z 549.7 (M+H). The reactants are C(CC)C=1C=C(C=CC1)N(N)CC(=O)OC (Methyl [1-(3-propylphenyl)hydrazino]acetate), CN=C=O (Methyl isocyanate). Solvent: C(C)#N (acetonitrile). Yields the product CNC(=O)NN(C1=CC(=CC=C1)CCC)CC(=O)OC (Methyl [2-[(methylamino)carbonyl]-1-(3-propylphenyl)hydrazino]acetate). Reaction SMILES: [CH2:1]([C:4]1[CH:5]=[C:6]([N:10]([CH2:12][C:13]([O:15][CH3:16])=[O:14])[NH2:11])[CH:7]=[CH:8][CH:9]=1)[CH2:2][CH3:3].[CH3:17][N:18]=[C:19]=[O:20]>C(#N)C>[CH3:17][NH:18][C:19]([NH:11][N:10]([CH2:12][C:13]([O:15][CH3:16])=[O:14])[C:6]1[CH:7]=[CH:8][CH:9]=[C:4]([CH2:1][CH2:2][CH3:3])[CH:5]=1)=[O:20]. Procedure: Methyl [1-(3-propylphenyl)hydrazino]acetate (700 mg) was dissolved in acetonitrile (10 ml) under nitrogen at room temperature. Methyl isocyanate (0.69 ml) was added to the solution which was then heated at 80° for 85 min. The solvent was removed in vacuo and the residue was dissolved in ether (10 ml). Hexane (20 ml) was added to precipitate a solid which was filtered off to give the title compound (677 mg), m.p. 76°-77°. Starting materials: CN(CCC1(C2=C(CCC3=C1C=CC=C3)C=CC=C2)C=O)C (5-(2-dimethylaminoethyl)-10,11-dihydro-5H-dibenzo[a,d]cycloheptene-5-carbaldehyde), C[Si](C1SCCCS1)(C)C (2-trimethylsilyl-1,3-dithiane), C(CCC)[Li] (butyllithium), solution. Solvent: C(C)OCC (ethyl ether), C1CCOC1 (THF), C1CCOC1 (THF), CCCCCC (hexane). Reaction conditions: time 20 minute. Product: S1C(SCCC1)=CC1(C2=C(CCC3=C1C=CC=C3)C=CC=C2)CCN(C)C ([2-(5-[1,3]dithian-2-ylidenemethyl-10,11-dihydro-5H-dibenzo[a,d]cyclohepten-5-yl)-ethyl]-dimethylamine). Reaction SMILES: C[Si](C)(C)[CH:3]1[S:8][CH2:7][CH2:6][CH2:5][S:4]1.C([Li])CCC.[CH3:16][N:17]([CH3:37])[CH2:18][CH2:19][C:20]1([CH:35]=O)[C:26]2[CH:27]=[CH:28][CH:29]=[CH:30][C:25]=2[CH2:24][CH2:23][C:22]2[CH:31]=[CH:32][CH:33]=[CH:34][C:21]1=2>C1COCC1.CCCCCC.C(OCC)C>[S:4]1[CH2:5][CH2:6][CH2:7][S:8][C:3]1=[CH:35][C:20]1([CH2:19][CH2:18][N:17]([CH3:37])[CH3:16])[C:21]2[CH:34]=[CH:33][CH:32]=[CH:31][C:22]=2[CH2:23][CH2:24][C:25]2[CH:30]=[CH:29][CH:28]=[CH:27][C:26]1=2. Procedure: To a solution of 2-trimethylsilyl-1,3-dithiane (2.5 mL, 12.8 mmol) in 10 mL of THF stirred at −78° C. and maintained under a nitrogen atmosphere was added butyllithium (5.1 mL of a 2.5M solution in hexane; 12.8 mmol) dropwise. The mixture was stirred in the cold for 20 minutes and then treated with 5-(2-dimethylamino-ethyl)-10,11-dihydro-5H-dibenzo[a,d]cycloheptene-5-carbaldehyde (102), 3.1 g in 20 mL of THF; 10.6 mmol) added dropwise. The solution was stirred for 1.5 hours at −78° C., warmed to... Procedure details: 2-[5-Chloro-2-(2-oxo-2,3,4,5-tetrahydro-1H-benzo[b]azepin-8-ylamino)-pyrimidin-4-ylamino]-3-fluoro-N-prop-2-ynyl-benzamide was prepared from 8-amino-1,3,4,5-tetrahydro-benzo[b]azepin-2-one and 2-(2,5-dichloro-pyrimidin-4-ylamino)-3-fluoro-N-prop-2-ynyl-benzamide in an analogous manner to Example 308c. Product isolated as a yellow solid (36 mg, 19%). m.p.=236-241° C.; LCMS (m/e) 479 (M+H); 1H-NMR (CDCl3, 400 MHz) δ 8.40 (s, 1H), 8.10 (s, 1H), 7.53 (d, 1H, J=7.4 Hz), 7.47-7.31 (m, 3H), 7.16 (s, 1H... Yields the product ClC=1C(=NC(=NC1)NC=1C=CC2=C(NC(CCC2)=O)C1)NC1=C(C(=O)NCC#C)C=CC=C1F (2-[5-Chloro-2-(2-oxo-2,3,4,5-tetrahydro-1H-benzo[b]azepin-8-ylamino)-pyrimidin-4-ylamino]-3-fluoro-N-prop-2-ynyl-benzamide), solid. The reactants are NC=1C=CC2=C(NC(CCC2)=O)C1 (8-amino-1,3,4,5-tetrahydro-benzo[b]azepin-2-one), ClC1=NC=C(C(=N1)NC1=C(C(=O)NCC#C)C=CC=C1F)Cl (2-(2,5-dichloro-pyrimidin-4-ylamino)-3-fluoro-N-prop-2-ynyl-benzamide). RXN SMILES: [NH2:1][C:2]1[CH:3]=[CH:4][C:5]2[CH2:11][CH2:10][CH2:9][C:8](=[O:12])[NH:7][C:6]=2[CH:13]=1.Cl[C:15]1[N:20]=[C:19]([NH:21][C:22]2[C:33]([F:34])=[CH:32][CH:31]=[CH:30][C:23]=2[C:24]([NH:26][CH2:27][C:28]#[CH:29])=[O:25])[C:18]([Cl:35])=[CH:17][N:16]=1>>[Cl:35][C:18]1[C:19]([NH:21][C:22]2[C:33]([F:34])=[CH:32][CH:31]=[CH:30][C:23]=2[C:24]([NH:26][CH2:27][C:28]#[CH:29])=[O:25])=[N:20][C:15]([NH:1][C:2]2[CH:3]=[CH:4][C:5]3[CH2:11][CH2:10][CH2:9][C:8](=[O:12])[NH:7][C:6]=3[CH:13]=2)=[N:16][CH:17]=1. Yield: 19.0%. Starting materials: Nc1ccccc1, Cc1cccc(N)c1C(=O)O, O=S(Cl)Cl, c1ccccc1. Product: Cc1cccc(N)c1C(=O)Nc1ccccc1. As a reaction SMILES: [NH2:16][c:17]1[cH:18][cH:19][cH:20][cH:21][cH:22]1.[NH2:5][c:6]1[c:7]([C:8](=[O:9])[OH:10])[c:11]([CH3:15])[cH:12][cH:13][cH:14]1.[S:1]([Cl:2])([Cl:3])=[O:4].[cH:23]1[cH:24][cH:25][cH:26][cH:27][cH:28]1>>[NH2:5][c:6]1[c:7]([C:8](=[O:10])[NH:16][c:17]2[cH:18][cH:19][cH:20][cH:21][cH:22]2)[c:11]([CH3:15])[cH:12][cH:13][cH:14]1. The reactants are O=C(Br)C(=O)Br, OC1OC(COCc2ccccc2)C(OCc2ccccc2)CC1OCc1ccccc1, ClCCl, CN(C)C=O. Product: BrC1OC(COCc2ccccc2)C(OCc2ccccc2)CC1OCc1ccccc1. Reaction SMILES: [C:38]([Br:39])(=[O:40])[C:42]([Br:41])=[O:43].[CH2:1]([c:2]1[cH:3][cH:4][cH:5][cH:6][cH:7]1)[O:8][CH:9]1[CH:10]([OH:11])[O:12][CH:13]([CH2:24][O:25][CH2:26][c:27]2[cH:28][cH:29][cH:30][cH:31][cH:32]2)[CH:14]([O:16][CH2:17][c:18]2[cH:19][cH:20][cH:21][cH:22][cH:23]2)[CH2:15]1.[Cl:44][CH2:45][Cl:46].[O:33]=[CH:34][N:35]([CH3:36])[CH3:37]>>[CH2:1]([c:2]1[cH:3][cH:4][cH:5][cH:6][cH:7]1)[O:8][CH:9]1[CH:10]([Br:41])[O:12][CH:13]([CH2:24][O:25][CH2:26][c:27]2[cH:28][cH:29][cH:30][cH:31][cH:32]2)[CH:14]([O:16][CH2:17][c:18]2[cH:19][cH:20][cH:21][cH:22][cH:23]2)[CH2:15]1. Reactants: CC(C)c1ccc(CBr)cc1, CCOC(=O)CSCc1ccc(C)cc1, CCO, CCOC(=O)CS. Yields the product CCOC(=O)CSCc1ccc(C(C)C)cc1. Reaction SMILES: [Br:16][CH2:17][c:18]1[cH:19][cH:20][c:21]([CH:24]([CH3:25])[CH3:26])[cH:22][cH:23]1.[CH3:1][c:2]1[cH:3][cH:4][c:5]([CH2:6][S:7][CH2:8][C:9](=[O:10])[O:11][CH2:12][CH3:13])[cH:14][cH:15]1.[CH3:34][CH2:35][OH:36].[SH:27][CH2:28][C:29]([O:30][CH2:31][CH3:32])=[O:33]>>[S:7]([CH2:8][C:9](=[O:10])[O:11][CH2:12][CH3:13])[CH2:17][c:18]1[cH:19][cH:20][c:21]([CH:24]([CH3:25])[CH3:26])[cH:22][cH:23]1. Starting materials: CN1N=C(C=C1N)C (1,3-dimethyl-5-pyrazolamine), C(C)OC(C(C(=O)C)=CC1=C(C=CC=C1)Cl)=O (ethyl-2-(2-chlorobenzyliden)acetoacetate). The product is Cl.C(C)OC(=O)C=1C(C2=C(NC1C)N(N=C2C)C)C2=C(C=CC=C2)Cl (4,7-dihydro-1,3,6-trimethyl-4-(2-chlorophenyl)-1H-pyrazolo[3,4-b]pyridin-5-carboxylic acid ethyl ester, hydrochloride). Reaction SMILES: [CH3:1][N:2]1[C:6]([NH2:7])=[CH:5][C:4]([CH3:8])=[N:3]1.[CH2:9]([O:11][C:12](=[O:25])[C:13](=[CH:17][C:18]1[CH:23]=[CH:22][CH:21]=[CH:20][C:19]=1[Cl:24])[C:14]([CH3:16])=O)[CH3:10]>>[ClH:24].[CH2:9]([O:11][C:12]([C:13]1[CH:17]([C:18]2[CH:23]=[CH:22][CH:21]=[CH:20][C:19]=2[Cl:24])[C:5]2[C:4]([CH3:8])=[N:3][N:2]([CH3:1])[C:6]=2[NH:7][C:14]=1[CH3:16])=[O:25])[CH3:10] |f:2.3|. Procedure: Starting from 1,3-dimethyl-5-pyrazolamine and ethyl-2-(2-chlorobenzyliden)acetoacetate. M.p. 240°-242° C. The product is CC(C)CN(CC(O)C(Cc1ccc(OCC(=O)O)cc1)NC(=O)OC1COC2OCCC12)S(=O)(=O)c1ccc2c(c1)OCO2. As a reaction SMILES: [Li+:50].[O:1]1[CH2:2][CH:3]([O:9][C:10](=[O:11])[NH:12][CH:13]([CH2:14][c:15]2[cH:16][cH:17][c:18]([O:19][CH2:20][C:21](=[O:22])[O:23][CH2:24][CH3:25])[cH:26][cH:27]2)[CH:28]([CH2:29][N:30]([CH2:31][CH:32]([CH3:33])[CH3:34])[S:35](=[O:36])(=[O:37])[c:38]2[cH:39][c:40]3[c:41]([cH:45][cH:46]2)[O:42][CH2:43][O:44]3)[OH:47])[CH:4]2[CH:5]1[O:6][CH2:7][CH2:8]2.[O:52]1[CH2:53][CH2:54][CH2:55][CH2:56]1.[OH-:49].[OH2:48].[OH2:51]>>[O:1]1[CH2:2][CH:3]([O:9][C:10](=[O:11])[NH:12][CH:13]([CH2:14][c:15]2[cH:16][cH:17][c:18]([O:19][CH2:20][C:21](=[O:22])[OH:23])[cH:26][cH:27]2)[CH:28]([CH2:29][N:30]([CH2:31][CH:32]([CH3:33])[CH3:34])[S:35](=[O:36])(=[O:37])[c:38]2[cH:39][c:40]3[c:41]([cH:45][cH:46]2)[O:42][CH2:43][O:44]3)[OH:47])[CH:4]2[CH:5]1[O:6][CH2:7][CH2:8]2. The reactants are [Li+], CCOC(=O)COc1ccc(CC(NC(=O)OC2COC3OCCC23)C(O)CN(CC(C)C)S(=O)(=O)c2ccc3c(c2)OCO3)cc1, C1CCOC1, [OH-], O, O. Reactants: CCCCC(CC)COP(=O)(O)OCC(CC)CCCC, CC1CCCCC1, O=[N+]([O-])[O-], O=[N+]([O-])[O-], O=[N+]([O-])[O-], [Nd+3], [Nd]. The product is CCCCC(CC)COP(=O)([O-])OCC(CC)CCCC, [Nd+]. RXN SMILES: [CH2:15]([CH3:16])[CH:17]([CH2:18][O:19][P:20]([O:21][CH2:22][CH:23]([CH2:24][CH2:25][CH2:26][CH3:27])[CH2:28][CH3:29])([OH:30])=[O:31])[CH2:32][CH2:33][CH2:34][CH3:35].[CH3:36][CH:37]1[CH2:38][CH2:39][CH2:40][CH2:41][CH2:42]1.[N+:11]([O-:12])([O-:13])=[O:14].[N+:2]([O-:3])([O-:4])=[O:5].[N+:7]([O-:8])([O-:9])=[O:10].[Nd+3:6].[Nd:1]>>[CH2:15]([CH3:16])[CH:17]([CH2:18][O:19][P:20]([O:21][CH2:22][CH:23]([CH2:24][CH2:25][CH2:26][CH3:27])[CH2:28][CH3:29])(=[O:30])[O-:31])[CH2:32][CH2:33][CH2:34][CH3:35].[Nd+:1].